The task is: describe an organic reaction: reactants, conditions, products, and yield. This data is from the Open Reaction Database (ORD), a public repository of structured organic reaction records. The reactants are C1(CC1)C(=O)C=1C=NC2=CC=C(C=C2C1N[C@@H]1CC[C@H](CC1)NC(OC(C)(C)C)=O)C1=CC(=C(C=C1)O)OC (tert-butyl trans-4-[3-(cyclopropanecarbonyl)-6-(4-hydroxy-3-methoxyphenyl)quinolin-4-ylamino]cyclohexylcarbamate), C(=O)(C(F)(F)F)O (TFA). Yields the product N[C@@H]1CC[C@H](CC1)NC1=C(C=NC2=CC=C(C=C12)C1=CC(=C(C=C1)O)OC)C(=O)C1CC1 ({4-[trans-4-Aminocyclohexylamino]-6-(4-hydroxy-3-methoxyphenyl)quinolin-3-yl}(cyclopropyl)methanone). Yield: 30.8%. Reaction SMILES: [CH:1]1([C:4]([C:6]2[CH:7]=[N:8][C:9]3[C:14]([C:15]=2[NH:16][C@H:17]2[CH2:22][CH2:21][C@H:20]([NH:23]C(=O)OC(C)(C)C)[CH2:19][CH2:18]2)=[CH:13][C:12]([C:31]2[CH:36]=[CH:35][C:34]([OH:37])=[C:33]([O:38][CH3:39])[CH:32]=2)=[CH:11][CH:10]=3)=[O:5])[CH2:3][CH2:2]1.C(O)(C(F)(F)F)=O>>[NH2:23][C@H:20]1[CH2:21][CH2:22][C@H:17]([NH:16][C:15]2[C:14]3[C:9](=[CH:10][CH:11]=[C:12]([C:31]4[CH:36]=[CH:35][C:34]([OH:37])=[C:33]([O:38][CH3:39])[CH:32]=4)[CH:13]=3)[N:8]=[CH:7][C:6]=2[C:4]([CH:1]2[CH2:2][CH2:3]2)=[O:5])[CH2:18][CH2:19]1. Procedure details: Following general procedure A-2, tert-butyl trans-4-[3-(cyclopropanecarbonyl)-6-(4-hydroxy-3-methoxyphenyl)quinolin-4-ylamino]cyclohexylcarbamate (45 mg, 0.085 mmol) was reacted with TFA (2 mL) to afford the desired product (11.3 mg, 31%) as a yellow solid: 1H NMR (500 MHz, CD3OD) δ 9.12 (s, 1H), 8.36 (s, 1H), 8.04-7.98 (m, 1H), 7.89 (d, J=8.7 Hz, 1H), 7.26 (d, J=1.9 Hz, 1H), 7.17 (dd, J=8.2, 2.0 Hz, 1H), 6.93 (d, J=8.2 Hz, 1H), 4.14 (s, 1H), 3.97 (s, 3H), 3.20-3.07 (m, 2H), 2.87-2.75 (m, 2H), 2... Starting materials: COC(=O)C1CCCN1, CCN(C(C)C)C(C)C, O=S(=O)(Cl)c1cc(Cl)cc(Cl)c1, ClCCl, Cl. Yields the product COC(=O)C1CCCN1S(=O)(=O)c1cc(Cl)cc(Cl)c1. Reaction SMILES: [CH3:14][O:15][C:16]([CH:17]1[NH:18][CH2:19][CH2:20][CH2:21]1)=[O:22].[CH:23]([N:24]([CH2:25][CH3:26])[CH:27]([CH3:28])[CH3:29])([CH3:30])[CH3:31].[Cl:1][c:2]1[cH:3][c:4]([S:9](=[O:10])(=[O:11])[Cl:12])[cH:5][c:6]([Cl:8])[cH:7]1.[Cl:32][CH2:33][Cl:34].[ClH:13]>>[Cl:1][c:2]1[cH:3][c:4]([S:9](=[O:10])(=[O:11])[N:18]2[CH:17]([C:16]([O:15][CH3:14])=[O:22])[CH2:21][CH2:20][CH2:19]2)[cH:5][c:6]([Cl:8])[cH:7]1. Reactants: C(C)OC=C(C#N)C#N (ethoxymethylenemalononitrile), ClC1=C(C(=CC(=C1)Cl)Cl)NN (2,4,6-trichlorophenylhydrazine). Yields the product NC1=C(C=NN1C1=C(C=C(C=C1Cl)Cl)Cl)C#N (5-amino-1-(2,4,6-trichlorophenyl)-1H-pyrazole-4-carbonitrile). RXN SMILES: C(O[CH:4]=[C:5]([C:8]#[N:9])[C:6]#[N:7])C.[Cl:10][C:11]1[CH:16]=[C:15]([Cl:17])[CH:14]=[C:13]([Cl:18])[C:12]=1[NH:19][NH2:20]>>[NH2:9][C:8]1[N:19]([C:12]2[C:11]([Cl:10])=[CH:16][C:15]([Cl:17])=[CH:14][C:13]=2[Cl:18])[N:20]=[CH:4][C:5]=1[C:6]#[N:7]. Procedure: The title compound was prepared as an orange solid, m.p. 208.5-209.5° C. by the procedure of Preparation A starting with ethoxymethylenemalononitrile and 2,4,6-trichlorophenylhydrazine. Starting materials: CC(C)(C)OC(=O)N1CCC(OCc2noc(-c3cc4c(CO)nccc4o3)n2)CC1, C1CCOC1, CI, [H-], [Na+], O. Yields the product COCc1nccc2oc(-c3nc(COC4CCN(C(=O)OC(C)(C)C)CC4)no3)cc12. Reaction SMILES: [C:1]([CH3:2])([CH3:3])([CH3:4])[O:5][C:6](=[O:7])[N:8]1[CH2:9][CH2:10][CH:11]([O:14][CH2:15][c:16]2[n:17][o:18][c:19](-[c:21]3[cH:22][c:23]4[c:24]([CH2:30][OH:31])[n:25][cH:26][cH:27][c:28]4[o:29]3)[n:20]2)[CH2:12][CH2:13]1.[CH2:37]1[O:38][CH2:39][CH2:40][CH2:41]1.[CH3:34][I:35].[H-:32].[Na+:33].[OH2:36]>>[C:1]([CH3:2])([CH3:3])([CH3:4])[O:5][C:6](=[O:7])[N:8]1[CH2:9][CH2:10][CH:11]([O:14][CH2:15][c:16]2[n:17][o:18][c:19](-[c:21]3[cH:22][c:23]4[c:24]([CH2:30][O:31][CH3:34])[n:25][cH:26][cH:27][c:28]4[o:29]3)[n:20]2)[CH2:12][CH2:13]1. Reactants: C(C1=CC=CC=C1)N1C(CN(CC1)CC1=CC=CC=C1)CC(=O)OC (methyl (1,4-dibenzylpiperazin-2-yl)acetate), C(C)(C)(C)OC(=O)ON=C(C#N)C1=CC=CC=C1 (2-(tert-butoxycarbonyloxyimino)-2-phenylacetonitrile), Pd(OH)2—C, Cl (HCl). Solvent: CO (methanol). Conditions: time 22 hour. Yields the product COC(=O)CC1CN(CCN1)C(=O)OC(C)(C)C (t-butyl 3-(methoxycarbonylmethyl)piperazine-1-carboxylate). Reaction SMILES: C([N:8]1[CH2:13][CH2:12][N:11](CC2C=CC=CC=2)[CH2:10][CH:9]1[CH2:21][C:22]([O:24][CH3:25])=[O:23])C1C=CC=CC=1.Cl.[C:27]([O:31][C:32]([O:34]N=C(C1C=CC=CC=1)C#N)=O)([CH3:30])([CH3:29])[CH3:28]>CO>[CH3:25][O:24][C:22]([CH2:21][CH:9]1[NH:8][CH2:13][CH2:12][N:11]([C:32]([O:31][C:27]([CH3:28])([CH3:29])[CH3:30])=[O:34])[CH2:10]1)=[O:23]. Procedure: The product of example 22A (9.78 g, 28.9 mmol) was combined with 20% Pd(OH)2—C (wet, 1.96 g) in methanol (100 mL) and 12 M aqueous HCl (2.9 mL, 35 mmol). The mixture was stirred under hydrogen (30 psi) at room temperature for 22 hours, then filtered and concentrated under vacuum. The residue was combined with 20% aqueous K2CO3 (40 mL) and ethyl acetate (50 mL), and the mixture stirred with ice-cooling as 2-(tert-butoxycarbonyloxyimino)-2-phenylacetonitrile (Aldrich, 7.12 g, 28.9 mmol) was added ... The reactants are Cc1cc2cnnc(Cl)c2n1Cc1ccccc1, CC(C)(C)[O-], CN1CCCC1=O, OCc1ccc(F)cc1, [K+]. Product: Cc1cc2cnnc(OCc3ccc(F)cc3)c2n1Cc1ccccc1. As a reaction SMILES: [CH2:16]([c:17]1[cH:18][cH:19][cH:20][cH:21][cH:22]1)[n:23]1[c:24]([CH3:33])[cH:25][c:26]2[c:27]1[c:28]([Cl:32])[n:29][n:30][cH:31]2.[CH3:1][C:2]([CH3:3])([O-:4])[CH3:5].[CH3:34][N:35]1[CH2:36][CH2:37][CH2:38][C:39]1=[O:40].[F:7][c:8]1[cH:9][cH:10][c:11]([CH2:12][OH:13])[cH:14][cH:15]1.[K+:6]>>[F:7][c:8]1[cH:9][cH:10][c:11]([CH2:12][O:13][c:28]2[c:27]3[n:23]([CH2:16][c:17]4[cH:18][cH:19][cH:20][cH:21][cH:22]4)[c:24]([CH3:33])[cH:25][c:26]3[cH:31][n:30][n:29]2)[cH:14][cH:15]1. Reactants: C(Cl)Cl (methylene chloride), methyl ester, N[C@@H](C(C)C)C(=O)O (valine), resultant mixture, CCN=C=NCCCN(C)C (EDAC), CN1C(=C(C2=CC=CC=C12)C)C(=O)O (1,3-dimethylindole-2-carboxylic acid). The reagents and catalysts are CN(C)C=1C=CN=CC1 (DMAP). Solvent: CN(C)C=O (DMF). Run at temperature 0 celsius, time 1 hour. The product is CN1C(=C(C2=CC=CC=C12)C)C(=O)N[C@@H](C(C)C)C(=O)O (N-(1,3-Dimethylindole-2-Carbonyl)Valine). The yield is 94.6%. Reaction SMILES: CCN=C=NCCCN(C)C.[CH3:12][N:13]1[C:21]2[C:16](=[CH:17][CH:18]=[CH:19][CH:20]=2)[C:15]([CH3:22])=[C:14]1[C:23]([OH:25])=O.C(Cl)Cl.[NH2:29][C@H:30]([C:34]([OH:36])=[O:35])[CH:31]([CH3:33])[CH3:32]>CN(C1C=CN=CC=1)C.CN(C=O)C>[CH3:12][N:13]1[C:21]2[C:16](=[CH:17][CH:18]=[CH:19][CH:20]=2)[C:15]([CH3:22])=[C:14]1[C:23]([NH:29][C@H:30]([C:34]([OH:36])=[O:35])[CH:31]([CH3:33])[CH3:32])=[O:25]. Reported procedure: DMAP (367 mg, 3.0 mmol) and EDAC (748 mg, 3.9 mmol) were added as solids to a solution of 1,3-dimethylindole-2-carboxylic acid (568 mg, 3.3 mmol) in DMF (5 mL), and the resultant mixture was stirred for 10 minutes under a nitrogen atmosphere at 0° C. A methylene chloride solution of the methyl ester of valine (553 mg, 3.3 mmol, in 5 mL of methylene chloride) was added to the mixture, and the mixture was first stirred for one hour at 0° C. then for 5 hours at room temperature. The reaction mixtur...